From a dataset of the Open Reaction Database (ORD), a public repository of structured organic reaction records. describe an organic reaction: reactants, conditions, products, and yield Product: CCOC(=O)N(Cc1ccc(C(F)(F)F)nc1)c1cc(-c2ncco2)nc(N)c1[N+](=O)[O-]. As a reaction SMILES: [CH2:6]([CH3:7])[O:8][C:9]([N:10]([CH2:11][c:12]1[cH:13][n:14][c:15]([C:18]([F:19])([F:20])[F:21])[cH:16][cH:17]1)[c:22]1[c:23]([N+:30](=[O:31])[O-:32])[c:24]([NH2:29])[n:25][c:26]([Br:28])[cH:27]1)=[O:33].[Cl-:34].[Cl-:35].[Pd+2:74].[c:36]1([P:37]([c:38]2[cH:39][cH:40][cH:41][cH:42][cH:43]2)[c:44]2[cH:45][cH:46][cH:47][cH:48][cH:49]2)[cH:50][cH:51][cH:52][cH:53][cH:54]1.[c:55]1([P:56]([c:57]2[cH:58][cH:59][cH:60][cH:61][cH:62]2)[c:63]2[cH:64][cH:65][cH:66][cH:67][cH:68]2)[cH:69][cH:70][cH:71][cH:72][cH:73]1.[o:1]1[cH:2][n:3][cH:4][cH:5]1>>[o:1]1[c:2](-[c:26]2[n:25][c:24]([NH2:29])[c:23]([N+:30](=[O:31])[O-:32])[c:22]([N:10]([C:9]([O:8][CH2:6][CH3:7])=[O:33])[CH2:11][c:12]3[cH:13][n:14][c:15]([C:18]([F:19])([F:20])[F:21])[cH:16][cH:17]3)[cH:27]2)[n:3][cH:4][cH:5]1. The reactants are CCOC(=O)N(Cc1ccc(C(F)(F)F)nc1)c1cc(Br)nc(N)c1[N+](=O)[O-], [Cl-], [Cl-], [Pd+2], c1ccc(P(c2ccccc2)c2ccccc2)cc1, c1ccc(P(c2ccccc2)c2ccccc2)cc1, c1cocn1.